From a dataset of the Open Reaction Database (ORD), a public repository of structured organic reaction records. describe an organic reaction: reactants, conditions, products, and yield The reactants are C12CCCCCC\C=C/CCCCCCC2O1 ((Z)-17-oxabicyclo[14.1.0]heptadec-8-ene), C/1=C\CCCCCC\C=C\CCCCCC1 ((E,E)-1,9-cyclohexadecadiene), C/1=C\CCCCCC\C=C/CCCCCC1 ((E,Z)-1,9-cyclohexadecadiene), C1=CCCCCCCC=CCCCCCC1 (1,9-cyclohexadecadiene), C(C)(=O)[O-].[Na+] (sodium acetate), C12CCCCCC\C=C/CCCCCCC2O1 ((Z)-17-oxabicyclo[14.1.0]heptadec-8-ene), C12CCCCCC\C=C\CCCCCCC2O1 ((E)-17-oxabicyclo[14.1.0]heptadec-8-ene), C(C)(=O)OO (peracetic acid), ice water, C/1=C/CCCCCC\C=C/CCCCCC1 ((Z,Z)-1,9-cyclohexadecadiene), C12CCCCCC\C=C\CCCCCCC2O1 ((E)-17-oxabicyclo[14.1.0]heptadec-8-ene). The solvent is C(Cl)Cl (methylene chloride), C(Cl)Cl (methylene chloride). Run at temperature 0 celsius, time 3 hour. Yields the product C12CCCCCCC=CCCCCCCC2O1 (17-oxabicyclo[14.1.0]heptadec-8-ene). As a reaction SMILES: [CH:1]1[CH2:16][CH2:15][CH2:14][CH2:13][CH2:12][CH2:11][CH:10]=[CH:9][CH2:8][CH2:7][CH2:6][CH2:5][CH2:4][CH2:3][CH:2]=1.C([O-])(=[O:19])C.[Na+].C1=CCCCCCCC=CCCCCCC1.C1=CCCCCCCC=CCCCCCC1.C1=CCCCCCCC=CCCCCCC1.C(OO)(=O)C.C12OC1CCCCCCC=CCCCCCC2.C12OC1CCCCCCC=CCCCCCC2>C(Cl)Cl>[CH:1]12[O:19][CH:16]1[CH2:15][CH2:14][CH2:13][CH2:12][CH2:11][CH2:10][CH:9]=[CH:8][CH2:7][CH2:6][CH2:5][CH2:4][CH2:3][CH2:2]2 |f:1.2|. Procedure: 10 g 1,9-cyclohexadecadiene of the following composition are added to a solution of 14.1 g sodium acetate in 75 ml methylene chloride and the mixture is cooled to 0° C.: (Z,Z)-1,9-cyclohexadecadiene 18%, (E,Z)-1,9-cyclohexadecadiene 54%, (E,E)-1,9-cyclohexadecadiene 28%. 8.6 g peracetic acid (40% strength) in 15 ml methylene chloride are slowly added dropwise at this temperature and the mixture is subsequently stirred for three hours at 0° C. The reaction solution is poured on to ice-water and e... The reactants are ClC1=C(C=C(C=C1)N1[C@H](CNCC1)C)OC ((S)-1-(4-Chloro-3-methoxyphenyl)-2-methylpiperazine), N1C(=NC=C1)C1=NN(C2=NC=CC=C21)CC(=O)O ([3-(1H-imidazol-2-yl)pyrazolo[3,4-b]pyridin-1-yl]acetic acid). Yields the product ClC1=C(C=C(C=C1)N1[C@H](CN(CC1)C(CN1N=C(C=2C1=NC=CC2)C=2NC=CN2)=O)C)OC (1-[(S)-4-(4-chloro-3-methoxyphenyl)-3-methylpiperazin-1-yl]-2-[3-(1H-imidazol-2-yl)-pyrazolo[3,4-b]pyridin-1-yl]ethanone). RXN SMILES: [Cl:1][C:2]1[CH:7]=[CH:6][C:5]([N:8]2[CH2:13][CH2:12][NH:11][CH2:10][C@@H:9]2[CH3:14])=[CH:4][C:3]=1[O:15][CH3:16].[NH:17]1[CH:21]=[CH:20][N:19]=[C:18]1[C:22]1[C:30]2[C:25](=[N:26][CH:27]=[CH:28][CH:29]=2)[N:24]([CH2:31][C:32](O)=[O:33])[N:23]=1>>[Cl:1][C:2]1[CH:7]=[CH:6][C:5]([N:8]2[CH2:13][CH2:12][N:11]([C:32](=[O:33])[CH2:31][N:24]3[C:25]4=[N:26][CH:27]=[CH:28][CH:29]=[C:30]4[C:22]([C:18]4[NH:17][CH:21]=[CH:20][N:19]=4)=[N:23]3)[CH2:10][C@@H:9]2[CH3:14])=[CH:4][C:3]=1[O:15][CH3:16]. Reported procedure: The title compound was prepared following protocol A. (S)-1-(4-Chloro-3-methoxyphenyl)-2-methylpiperazine and [3-(1H-imidazol-2-yl)pyrazolo[3,4-b]pyridin-1-yl]acetic acid were used as the coupling components. The crude product was purified by silica gel chromatography (1% to 7% MeOH in CH2Cl2) to provide 1-[(S)-4-(4-chloro-3-methoxyphenyl)-3-methylpiperazin-1-yl]-2-[3-(1H-imidazol-2-yl)-pyrazolo[3,4-b]pyridin-1-yl]ethanone as a tan solid: 1H NMR (CDCl3, 400 MHz) δ 8.77 (d, 0.6H), 8.66 (d, 0.3H),... Reactants: NNC(=O)c1cc(Br)cc2[nH]ncc12, CN(C)C=O, CO, ClCCl, O=C(O)CN1CCOCC1. The product is O=C(CN1CCOCC1)NNC(=O)c1cc(Br)cc2[nH]ncc12. As a reaction SMILES: [Br:11][c:12]1[cH:13][c:14]([C:21](=[O:22])[NH:23][NH2:24])[c:15]2[cH:16][n:17][nH:18][c:19]2[cH:20]1.[CH3:25][N:26]([CH3:27])[CH:28]=[O:29].[CH3:30][OH:31].[Cl:32][CH2:33][Cl:34].[O:1]1[CH2:2][CH2:3][N:4]([CH2:7][C:8](=[O:9])[OH:10])[CH2:5][CH2:6]1>>[O:1]1[CH2:2][CH2:3][N:4]([CH2:7][C:8](=[O:10])[NH:24][NH:23][C:21]([c:14]2[cH:13][c:12]([Br:11])[cH:20][c:19]3[c:15]2[cH:16][n:17][nH:18]3)=[O:22])[CH2:5][CH2:6]1. The reactants are C(C)(C)(C)OC(N[C@@H](C(NN1C(=C2C=3C(=CC=CC13)C(NN=C2)=O)C(NCCN(C)C)=O)=O)C2CCCCC2)=O ((R)-(Cyclohexyl-[2-(2-dimethylamino-ethylcarbamoyl)-6-oxo-5,6-dihydro-1H-[1,2]diazepino[4,5,6-cd]indol-ylcarbamoyl]-methyl)-carbamic Acid tert-butyl Ester), C1(=C(C(=C(C(=C1F)F)F)N)F)N.Cl.Cl (Dihydrochloride), C(C)(C)(C)OC(=O)N[C@@H](C(=O)O)C1CCCCC1 ((R)-tert-butoxycarbonylamino-cyclohexyl-acetic acid), Cl.CN(CCCN=C=NCC)C ((3-dimethylamino-propyl)-ethyl-carbodiimide hydrochloride). The reagents and catalysts are CN(C1=CC=NC=C1)C (4-dimethylaminopyridine). Run in CN(C=O)C (N,N-dimethylformamide), CO (methanol). Product: [OH-].[NH4+] (ammonium hydroxide), C(C)(C)(C)OC(N[C@@H](C(NN1C(=C2C=3C(=CC=CC13)C(NN=C2)=O)C(NCCN(C)C)=O)=O)C2CCCCC2)=O ((R)-(Cyclohexyl-[2-(2-dimethylamino-ethylcarbamoyl)-6-oxo-5,6-dihydro-1H-[1,2]diazepino[4,5,6-cd]indol-ylcarbamoyl]-methyl)-carbamic Acid tert-butyl Ester). Reaction SMILES: [C:1]([O:5][C:6](=[O:40])[NH:7][C@H:8]([CH:34]1[CH2:39][CH2:38][CH2:37][CH2:36][CH2:35]1)[C:9](=[O:33])[NH:10][N:11]1[C:19]2[CH:18]=[CH:17][CH:16]=[C:15]3[C:20](=[O:24])[NH:21][N:22]=[CH:23][C:13]([C:14]=23)=[C:12]1[C:25](=[O:32])[NH:26][CH2:27][CH2:28][N:29]([CH3:31])[CH3:30])([CH3:4])([CH3:3])[CH3:2].C1(N)C(F)=C(F)C(F)=C(N)C=1F.Cl.Cl.C(OC(N[C@H](C1CCCCC1)C(O)=O)=O)(C)(C)C.Cl.CN(C)CCCN=C=NCC>CN(C)C1C=CN=CC=1.CN(C)C=O.CO>[OH-:5].[NH4+:7].[C:1]([O:5][C:6](=[O:40])[NH:7][C@H:8]([CH:34]1[CH2:35][CH2:36][CH2:37][CH2:38][CH2:39]1)[C:9](=[O:33])[NH:10][N:11]1[C:19]2[CH:18]=[CH:17][CH:16]=[C:15]3[C:20](=[O:24])[NH:21][N:22]=[CH:23][C:13]([C:14]=23)=[C:12]1[C:25](=[O:32])[NH:26][CH2:27][CH2:28][N:29]([CH3:31])[CH3:30])([CH3:4])([CH3:2])[CH3:3] |f:1.2.3,5.6,10.11|. Procedure details: Preparation of intermediate 228(a) from Intermediate 171(a) of Example 171 (200 mg, 0.571 mmol), (R)-tert-butoxycarbonylamino-cyclohexyl-acetic acid (147 mg, 0.571 mmol), (3-dimethylamino-propyl)-ethyl-carbodiimide hydrochloride (131 mg, 0.686 mmol), and 4-dimethylaminopyridine (84 mg, 0.688 mmol) in N,N-dimethylformamide (8.0 mL) was carried out analogously to Example 190, step 2. When the reaction was judged complete, the volatile components were removed in vacuo, and the resulting residue was... The reactants are COc1ccc(P2(=S)SP(=S)(c3ccc(OC)cc3)S2)cc1, Cc1ccccc1, CC(C)(C)OC(=O)NC(C)(C)C(N)=O. The product is CC(C)(C)OC(=O)NC(C)(C)C(N)=S. RXN SMILES: [CH3:15][O:16][c:17]1[cH:18][cH:19][c:20]([P:21]2(=[S:24])[S:22][P:23]([c:25]3[cH:26][cH:27][c:28]([O:29][CH3:30])[cH:31][cH:32]3)(=[S:33])[S:34]2)[cH:35][cH:36]1.[CH3:37][c:38]1[cH:39][cH:40][cH:41][cH:42][cH:43]1.[NH2:1][C:2]([C:3]([CH3:4])([CH3:5])[NH:6][C:7]([O:8][C:9]([CH3:10])([CH3:11])[CH3:12])=[O:13])=[O:14]>>[NH2:1][C:2]([C:3]([CH3:4])([CH3:5])[NH:6][C:7]([O:8][C:9]([CH3:10])([CH3:11])[CH3:12])=[O:13])=[S:24]. Reactants: COc1cc(OC)cc(OC(C(=O)O)C2(c3ccccc3)NCCc3ccccc32)c1, COc1ccc(CC(=O)Cl)cc1. The product is COc1ccc(CC(=O)N2CCc3ccccc3C2(c2ccccc2)C(Oc2cc(OC)cc(OC)c2)C(=O)O)cc1. Reaction SMILES: [CH3:1][O:2][c:3]1[cH:4][c:5]([O:6][CH:7]([C:8](=[O:9])[OH:10])[C:11]2([c:21]3[cH:22][cH:23][cH:24][cH:25][cH:26]3)[NH:12][CH2:13][CH2:14][c:15]3[cH:16][cH:17][cH:18][cH:19][c:20]32)[cH:27][c:28]([O:30][CH3:31])[cH:29]1.[CH3:32][O:33][c:34]1[cH:35][cH:36][c:37]([CH2:40][C:41](=[O:42])[Cl:43])[cH:38][cH:39]1>>[CH3:1][O:2][c:3]1[cH:4][c:5]([O:6][CH:7]([C:8](=[O:9])[OH:10])[C:11]2([c:21]3[cH:22][cH:23][cH:24][cH:25][cH:26]3)[N:12]([C:41]([CH2:40][c:37]3[cH:36][cH:35][c:34]([O:33][CH3:32])[cH:39][cH:38]3)=[O:42])[CH2:13][CH2:14][c:15]3[cH:16][cH:17][cH:18][cH:19][c:20]32)[cH:27][c:28]([O:30][CH3:31])[cH:29]1.